This data is from the Open Reaction Database (ORD), a public repository of structured organic reaction records. The task is: describe an organic reaction: reactants, conditions, products, and yield Starting materials: O=Cc1ccc(-c2cc3nccc(Oc4ccc(NC(=O)NC5CC5)cc4F)c3s2)nc1, Cl, CN(C)C=O. The product is O=C(Nc1ccc(Oc2ccnc3cc(-c4ccc(C(=O)O)cn4)sc23)c(F)c1)NC1CC1. Reaction SMILES: [CH:1]1([NH:4][C:5](=[O:6])[NH:7][c:8]2[cH:9][c:10]([F:32])[c:11]([O:14][c:15]3[c:16]4[c:17]([n:18][cH:19][cH:20]3)[cH:21][c:22](-[c:24]3[n:25][cH:26][c:27]([CH:30]=[O:31])[cH:28][cH:29]3)[s:23]4)[cH:12][cH:13]2)[CH2:2][CH2:3]1.[ClH:33].[O:34]=[CH:35][N:36]([CH3:37])[CH3:38]>>[CH:1]1([NH:4][C:5](=[O:6])[NH:7][c:8]2[cH:9][c:10]([F:32])[c:11]([O:14][c:15]3[c:16]4[c:17]([n:18][cH:19][cH:20]3)[cH:21][c:22](-[c:24]3[n:25][cH:26][c:27]([C:30](=[O:31])[OH:34])[cH:28][cH:29]3)[s:23]4)[cH:12][cH:13]2)[CH2:2][CH2:3]1. Yields the product CC1(OC1)C1=NC=NC=C1 (4-(2-Methyl-oxiranyl)-pyrimidine). Procedure: Trimethylsulfonium iodide (3.34 g, 16.3 mmol) was dissolved in DMF (20 mL) and stirred at RT for 5 min. Sodium hydride (600 mg, 25 mmol) was added portionwise at the same temperature and stirred for 15 min. 4-Acetyl pyrimidine (1 g, 8.1 mmol) in 0.5 mL DMSO was added dropwise and the reaction mixture stirred for 1 h. After completion of reaction, the mixture was poured into ice-cold water and extracted with Ether (3×). The combined organic layer was washed with water several times followed by br... As a reaction SMILES: [I-].[CH3:2][S+](C)C.[H-].[Na+].[C:8]([C:11]1[CH:16]=[CH:15][N:14]=[CH:13][N:12]=1)(=[O:10])[CH3:9]>CN(C=O)C.CS(C)=O>[CH3:9][C:8]1([C:11]2[CH:16]=[CH:15][N:14]=[CH:13][N:12]=2)[CH2:2][O:10]1 |f:0.1,2.3|. Reactants: [H-].[Na+] (Sodium hydride), [I-].C[S+](C)C (Trimethylsulfonium iodide), C(C)(=O)C1=NC=NC=C1 (4-Acetyl pyrimidine). Reaction conditions: time 5 minute. Solvent: CN(C)C=O (DMF), CS(=O)C (DMSO). Yield: 54.4%. The reactants are CN1CCCC2=CC(=CC=C12)N (N-methyl-6-amino-1,2,3,4-tetrahydroquinoline), C1(=CC=C(C=C1)C(=O)O)C1=CC=CC=C1 (4-biphenylcarboxylic acid). Yields the product CN1CCCC2=CC(=CC=C12)NC(=O)C1=CC=C(C=C1)C1=CC=CC=C1 (N-(1-Methyl-1,2,3,4-tetrahydroquinolin-6-yl)-1,1′-biphenyl-4-carboxamide). Reaction SMILES: [CH3:1][N:2]1[C:11]2[C:6](=[CH:7][C:8]([NH2:12])=[CH:9][CH:10]=2)[CH2:5][CH2:4][CH2:3]1.[C:13]1([C:22]2[CH:27]=[CH:26][CH:25]=[CH:24][CH:23]=2)[CH:18]=[CH:17][C:16]([C:19](O)=[O:20])=[CH:15][CH:14]=1>>[CH3:1][N:2]1[C:11]2[C:6](=[CH:7][C:8]([NH:12][C:19]([C:16]3[CH:17]=[CH:18][C:13]([C:22]4[CH:23]=[CH:24][CH:25]=[CH:26][CH:27]=4)=[CH:14][CH:15]=3)=[O:20])=[CH:9][CH:10]=2)[CH2:5][CH2:4][CH2:3]1. Reported procedure: Using the procedure outlined in Example 25, the title compound was prepared from N-methyl-6-amino-1,2,3,4-tetrahydroquinoline (International Patent Application, Publication number WO 94/14801) (75 mg, 0.46 mmol) and 4-biphenylcarboxylic acid (140 mg, 0.71 mmol) as a yellow gum. 1H NMR (250 MHz, CDCl3) δ (ppm): 8.03 (d, 2H), 7.6-7.8 (m, 5H), 7.4-7.55 (m, 3H), 7.2-7.35 (m, 2H), 6.59 (d, 1H), 3.21 (m, 2H), 2.89 (s, 3H), 2.79 (m, 2H), 1.99 (m, 2H). Reactants: N1=CC=CC=C1 (pyridine), BrC=1C(=C(N)C=CC1)F (3-Bromo-2-fluoroaniline), FC1=C(C=C(C=C1)F)S(=O)(=O)Cl (2,5-difluorobenzenesulfonyl chloride). Run in C(Cl)Cl (DCM), C(Cl)Cl (DCM). Reaction conditions: time 2 hour. Product: BrC=1C(=C(C=CC1)NS(=O)(=O)C1=C(C=CC(=C1)F)F)F (N-(3-bromo-2-fluoro-phenyl)-2,5-difluoro-benzenesulfonamide). The yield is 92.4%. As a reaction SMILES: [Br:1][C:2]1[C:3]([F:9])=[C:4]([CH:6]=[CH:7][CH:8]=1)[NH2:5].N1C=CC=CC=1.[F:16][C:17]1[CH:22]=[CH:21][C:20]([F:23])=[CH:19][C:18]=1[S:24](Cl)(=[O:26])=[O:25]>C(Cl)Cl>[Br:1][C:2]1[C:3]([F:9])=[C:4]([NH:5][S:24]([C:18]2[CH:19]=[C:20]([F:23])[CH:21]=[CH:22][C:17]=2[F:16])(=[O:26])=[O:25])[CH:6]=[CH:7][CH:8]=1. Reported procedure: 3-Bromo-2-fluoroaniline (10 g, 52.63 mmol) was dissolved in DCM (100 mL) under nitrogen atmosphere. Dry pyridine was added (6 mL, 73.68 mmol, 1.4 eq), followed by 2,5-difluorobenzenesulfonyl chloride (7.08 mL, 52.63 mmol, 1 eq) and the mixture was stirred at r.t. for 2 h. It was then diluted with DCM and washed with aqueous 0.5 N HCl (3×80 mL) and brine. The organic layer was dried over Na2SO4 and evaporated to dryness. The solid was taken up with ethyl ether and stirred for 30 minutes. It was t... Starting materials: COC(=O)C=Cc1cc(OC(C)=O)c(OC)cc1C=O, CCOC(C)=O. The product is COC(=O)CCc1cc(OC(C)=O)c(OC)cc1C=O. As a reaction SMILES: [C:1]([CH3:2])(=[O:3])[O:4][c:5]1[c:6]([O:19][CH3:20])[cH:7][c:8]([CH:17]=[O:18])[c:9]([CH:10]=[CH:11][C:12](=[O:13])[O:14][CH3:15])[cH:16]1.[CH3:21][CH2:22][O:23][C:24](=[O:25])[CH3:26]>>[C:1]([CH3:2])(=[O:3])[O:4][c:5]1[c:6]([O:19][CH3:20])[cH:7][c:8]([CH:17]=[O:18])[c:9]([CH2:10][CH2:11][C:12](=[O:13])[O:14][CH3:15])[cH:16]1.